This data is from the Open Reaction Database (ORD), a public repository of structured organic reaction records. The task is: describe an organic reaction: reactants, conditions, products, and yield The reactants are Cl.NO (hydroxylamine hydrochloride), [OH-].[K+] (potassium hydroxide), FC1=CC=C(C=C1)C(OCCN1CCN(CC1)CCC(C)=O)C1=CC=C(C=C1)F (1-(2-(bis-(4-fluorophenyl)-methoxy)-ethyl)-4 -(3-ketobutyl)piperazine), C(C)O (ethanol). Run in O (water), O (water), 2. Yields the product dimaleate, FC1=CC=C(C=C1)C(OCCN1CCN(CC1)CCC(C)=NO)C1=CC=C(C=C1)F (1-(2-(bis-(4-fluorophenyl)-methoxy)-ethyl)-4-(3-hydrox-imino-butyl)piperazine). RXN SMILES: [F:1][C:2]1[CH:7]=[CH:6][C:5]([CH:8]([C:23]2[CH:28]=[CH:27][C:26]([F:29])=[CH:25][CH:24]=2)[O:9][CH2:10][CH2:11][N:12]2[CH2:17][CH2:16][N:15]([CH2:18][CH2:19][C:20](=O)[CH3:21])[CH2:14][CH2:13]2)=[CH:4][CH:3]=1.C(O)C.Cl.[NH2:34][OH:35].[OH-].[K+]>O>[F:1][C:2]1[CH:7]=[CH:6][C:5]([CH:8]([C:23]2[CH:28]=[CH:27][C:26]([F:29])=[CH:25][CH:24]=2)[O:9][CH2:10][CH2:11][N:12]2[CH2:17][CH2:16][N:15]([CH2:18][CH2:19][C:20](=[N:34][OH:35])[CH3:21])[CH2:14][CH2:13]2)=[CH:4][CH:3]=1 |f:2.3,4.5|. Procedure: 630 mg (1 mM) of 1-(2-(bis-(4-fluorophenyl)-methoxy)-ethyl)-4 -(3-ketobutyl)piperazine (prepared as described in example 19) was suspended in 2 5 ml of ethanol at room temperature. A solution of hydroxylamine hydrochloride in 1 ml of water was added, followed by the dropwise addition of 240 mg of potassium hydroxide dissolved in 1 ml of water. The mixture was heated at reflux for 1 h, the solvent was evaporated, and the residue was dissolved by the addition of 5 ml of water and 5 ml of methylene... Starting materials: ClC1=CC=C(C=C1)C1=CC=C(O1)C(=O)NN (5-(p-chlorophenyl)-2-furoic acid hydrazide), CC(=O)C (acetone). Yields the product C(C)(C)=NNC(=O)C=1OC(=CC1)C1=CC=C(C=C1)Cl (5-(p-Chlorophenyl)-2-furoic Acid Isopropylidenehydrazide). RXN SMILES: [Cl:1][C:2]1[CH:7]=[CH:6][C:5]([C:8]2[O:12][C:11]([C:13]([NH:15][NH2:16])=[O:14])=[CH:10][CH:9]=2)=[CH:4][CH:3]=1.[CH3:17][C:18]([CH3:20])=O>>[C:18](=[N:16][NH:15][C:13]([C:11]1[O:12][C:8]([C:5]2[CH:4]=[CH:3][C:2]([Cl:1])=[CH:7][CH:6]=2)=[CH:9][CH:10]=1)=[O:14])([CH3:20])[CH3:17]. Procedure: A mixture of 50 g (0.21 mole) of 5-(p-chlorophenyl)-2-furoic acid hydrazide in 500 ml of acetone was heated at reflux overnight. The reaction mixture was filtered while still warm. Crystalline solid separated readily from the filtrate upon cooling. The solid was collected, washed well with acetone and air dried. The yield was 40 g (69%). Recrystallization of 2 g from acetone gave 1.3 g of analytically pure product, m.p. 167°-169°. Reactants: C(C)(C)(C)C=1N=C(SC1)C=1OC2=C(C1)C=C(C=C2)CC(C)(C(=O)OC)C (4-tert-butyl-2-[5-(2-methyl-2-methoxycarbonylpropyl)benzofuran-2-yl]thiazole), [OH-].[Na+] (sodium hydroxide). RXN SMILES: [C:1]([C:5]1[N:6]=[C:7]([C:10]2[O:11][C:12]3[CH:18]=[CH:17][C:16]([CH2:19][C:20]([CH3:26])([C:22]([O:24]C)=[O:23])[CH3:21])=[CH:15][C:13]=3[CH:14]=2)[S:8][CH:9]=1)([CH3:4])([CH3:3])[CH3:2].[OH-].[Na+]>CO>[C:1]([C:5]1[N:6]=[C:7]([C:10]2[O:11][C:12]3[CH:18]=[CH:17][C:16]([CH2:19][C:20]([C:22]([OH:24])=[O:23])([CH3:26])[CH3:21])=[CH:15][C:13]=3[CH:14]=2)[S:8][CH:9]=1)([CH3:4])([CH3:2])[CH3:3] |f:1.2|. The solvent is CO (methanol). Procedure details: A mixture of 4-tert-butyl-2-[5-(2-methyl-2-methoxycarbonylpropyl)benzofuran-2-yl]thiazole (0.33 g) and 1N aqueous sodium hydroxide (2 ml) in methanol (5 ml) was stirred under reflux for 5 hours. After being cooled, the resulting mixture was concentrated under reduced pressure and adjusted to pH 6 with diluted aqueous hydrochloric acid. The resulting crystals were collected by filtration and washed with water to give 4-tert-butyl-2-[5-(2-carboxy-2-methylpropyl)benzofuran-2-yl]thiazole (0.28 g). Yields the product C(C)(C)(C)C=1N=C(SC1)C=1OC2=C(C1)C=C(C=C2)CC(C)(C)C(=O)O (4-tert-butyl-2-[5-(2-carboxy-2-methylpropyl)benzofuran-2-yl]thiazole). The yield is 88.2%. Starting materials: Cl (HCl), CC1=CC=C(C=C1)OS(=O)(=O)C=1C=C(C=CC1)NS(=O)(=O)C1=CC=C2C=CC(=CC2=C1)NC(=O)NC1=CC=C2C=CC(=CC2=C1)S(=O)(=O)NC=1C=C(C=CC1)S(=O)(=O)OC1=CC=C(C=C1)C (4-methylphenyl 3-[({7-[(N-{7-[({3-[(4-methylphenyl)oxysulfonyl]phenyl}amino) sulfonyl]-2-naphthyl}carbamoyl)amino]-2-naphthyl}sulfonyl)amino]benzenesulfonate), C[O-].[Na+] (sodium methoxide), C1CCOC1 (THF). The solvent is CO (methanol), O (water). Reaction conditions: time 2 day. The product is [Na+].[Na+].S(=O)(=O)(O)C=1C=C(C=CC1)NS(=O)(=O)C1=CC=C2C=CC(=CC2=C1)NC(=O)NC1=CC=C2C=CC(=CC2=C1)S(=O)(=O)NC=1C=C(C=CC1)S(=O)(=O)[O-].S(=O)(=O)(O)C=1C=C(C=CC1)NS(=O)(=O)C1=CC=C2C=CC(=CC2=C1)NC(=O)NC1=CC=C2C=CC(=CC2=C1)S(=O)(=O)NC=1C=C(C=CC1)S(=O)(=O)[O-] (3-{[(7-{[N-(7-{[(3-sulfophenyl)amino]sulfonyl}-2-naphthyl)carbamoyl]amino}-2-naphthyl)sulfonyl]amino}benzenesulfonic acid disodium salt). As a reaction SMILES: CC1C=CC([O:8][S:9]([C:12]2[CH:13]=[C:14]([NH:18][S:19]([C:22]3[CH:31]=[C:30]4[C:25]([CH:26]=[CH:27][C:28]([NH:32][C:33]([NH:35][C:36]5[CH:45]=[C:44]6[C:39]([CH:40]=[CH:41][C:42]([S:46]([NH:49][C:50]7[CH:51]=[C:52]([S:56]([O:59]C8C=CC(C)=CC=8)(=[O:58])=[O:57])[CH:53]=[CH:54][CH:55]=7)(=[O:48])=[O:47])=[CH:43]6)=[CH:38][CH:37]=5)=[O:34])=[CH:29]4)=[CH:24][CH:23]=3)(=[O:21])=[O:20])[CH:15]=[CH:16][CH:17]=2)(=[O:11])=[O:10])=CC=1.C[O-].[Na+:69].C1COCC1.Cl>CO.O>[Na+:69].[Na+:69].[S:56]([C:52]1[CH:51]=[C:50]([NH:49][S:46]([C:42]2[CH:43]=[C:44]3[C:39]([CH:38]=[CH:37][C:36]([NH:35][C:33]([NH:32][C:28]4[CH:29]=[C:30]5[C:25]([CH:24]=[CH:23][C:22]([S:19]([NH:18][C:14]6[CH:13]=[C:12]([S:9]([O-:11])(=[O:8])=[O:10])[CH:17]=[CH:16][CH:15]=6)(=[O:21])=[O:20])=[CH:31]5)=[CH:26][CH:27]=4)=[O:34])=[CH:45]3)=[CH:40][CH:41]=2)(=[O:48])=[O:47])[CH:55]=[CH:54][CH:53]=1)([OH:59])(=[O:57])=[O:58].[S:56]([C:52]1[CH:51]=[C:50]([NH:49][S:46]([C:42]2[CH:43]=[C:44]3[C:39]([CH:38]=[CH:37][C:36]([NH:35][C:33]([NH:32][C:28]4[CH:29]=[C:30]5[C:25]([CH:24]=[CH:23][C:22]([S:19]([NH:18][C:14]6[CH:13]=[C:12]([S:9]([O-:11])(=[O:8])=[O:10])[CH:17]=[CH:16][CH:15]=6)(=[O:21])=[O:20])=[CH:31]5)=[CH:26][CH:27]=4)=[O:34])=[CH:45]3)=[CH:40][CH:41]=2)(=[O:48])=[O:47])[CH:55]=[CH:54][CH:53]=1)([OH:59])(=[O:57])=[O:58] |f:1.2,7.8.9.10|. Procedure: To 20 mg (0.02 mole) of compound 112 was added 1.5 mL of 1.37 M sodium methoxide in methanol, 1 mL of water, and 0.5 mL of THF. The resulting solution was allowed to stir at ambient temperature for 2 days. The reaction was acidified with 1 N HCl (aqueous) and the organic volatiles removed in vacuo. The solid precipitate was collected by vacuum filtration to afford 15 mg of compound 114.